This data is from the Open Reaction Database (ORD), a public repository of structured organic reaction records. The task is: describe an organic reaction: reactants, conditions, products, and yield The reactants are C(=O)=O (dry ice), C([O-])([O-])=O.[Cs+].[Cs+] (cesium carbonate), FC(C=1C=C(CBr)C=CC1)(F)F (3-trifluoromethylbenzyl bromide), [Cl-].[NH3+]CC=1C=C(C=CC1)CC(C(=O)OCC)OC(C)C (Ethyl 3-[3-(ammoniomethyl)phenyl]-2-isopropoxypropanoate chloride), C(=O)=O (carbon dioxide). Reagents/catalysts: [I-].C(CCC)[N+](CCCC)(CCCC)CCCC (tetrabutylammonium iodide). Run in C(C)(=O)OCC (ethyl acetate), CN(C=O)C (N,N-dimethylformamide). Run at time 30 minute. Product: C(C)(C)OC(C(=O)O)CC1=CC(=CC=C1)CNC(=O)OCC1=CC(=CC=C1)C(F)(F)F (2-Isopropoxy-3-(3-{[({[3-(trifluoromethyl)benzyl]oxy}-carbonyl)amino]methyl}phenyl)propanoic acid). As a reaction SMILES: [Cl-].[NH3+:2][CH2:3][C:4]1[CH:5]=[C:6]([CH2:10][CH:11]([O:17][CH:18]([CH3:20])[CH3:19])[C:12]([O:14]CC)=[O:13])[CH:7]=[CH:8][CH:9]=1.[C:21](=[O:23])=[O:22].C(=O)([O-])[O-].[Cs+].[Cs+].[F:30][C:31]([F:41])([F:40])[C:32]1[CH:33]=[C:34]([CH:37]=[CH:38][CH:39]=1)[CH2:35]Br>CN(C)C=O.[I-].C([N+](CCCC)(CCCC)CCCC)CCC.C(OCC)(=O)C>[CH:18]([O:17][CH:11]([CH2:10][C:6]1[CH:7]=[CH:8][CH:9]=[C:4]([CH2:3][NH:2][C:21]([O:23][CH2:35][C:34]2[CH:37]=[CH:38][CH:39]=[C:32]([C:31]([F:30])([F:40])[F:41])[CH:33]=2)=[O:22])[CH:5]=1)[C:12]([OH:14])=[O:13])([CH3:19])[CH3:20] |f:0.1,3.4.5,8.9|. Procedure: 20 mg of Ethyl 3-[3-(ammoniomethyl)phenyl]-2-isopropoxypropanoate chloride was dissolved in 0.5 ml of N,N-dimethylformamide which was saturated in advance with carbon dioxide by adding dry ice, and 150 mg of cesium carbonate and 200 mg of tetrabutylammonium iodide were added, and the mixture was stirred at room temperature for 30 minutes. 40 mg of 3-trifluoromethylbenzyl bromide was added, and stirring was continued at room temperature for 3 hours. To the reaction mixture was added ethyl acetate... The reactants are FC1=C2C(CN(N3C2=C(C(=C1F)F)C(C(=C3)C(=O)OCC)=O)C)C(=O)O (4,5,6-Trifluoro-2,3-dihydro-1-methyl-7-oxo-8-ethoxycarbonyl-1H,7H-pyrido[3,2,1-ij]cinnoline-3-carboxylic acid), O (water). Run in CN1C(CCC1)=O (N-methylpyrrolidone). Reaction conditions: temperature 160 celsius. Product: FC1=C2CCN(N3C2=C(C(=C1F)F)C(C(=C3)C(=O)OCC)=O)C (Ethyl 4,5,6-Trifluoro-2,3-dihydro-1-methyl-7-oxo-1H,7H-pyrido[3,2,1-il]cinnoline-8-carboxylate). Isolated yield 48.4%. RXN SMILES: [F:1][C:2]1[C:11]([F:12])=[C:10]([F:13])[C:9]2[C:14](=[O:22])[C:15]([C:17]([O:19][CH2:20][CH3:21])=[O:18])=[CH:16][N:7]3[C:8]=2[C:3]=1[CH:4](C(O)=O)[CH2:5][N:6]3[CH3:23].O>CN1CCCC1=O>[F:1][C:2]1[C:11]([F:12])=[C:10]([F:13])[C:9]2[C:14](=[O:22])[C:15]([C:17]([O:19][CH2:20][CH3:21])=[O:18])=[CH:16][N:7]3[C:8]=2[C:3]=1[CH2:4][CH2:5][N:6]3[CH3:23]. Procedure: 300 mg of the compound (197) obtained in Example 68 was dissolved in 6 ml of N-methylpyrrolidone, and the solution was heated at 160° C. for 3 hours. After air-cooling, the water was added to the reaction solution, and the solution was extracted with chloroform three times. After drying over magnesium sulfate, the solvent was removed by distillation. The residue was separated by column chromatography (silica gel, eluent solvent; chloroform) to obtain 128 mg of the subject compound (198) in a 49%... Reactants: [H][H] (hydrogen), [H][H] (hydrogen), C(C)(C)(C)OC(=O)N1[C@H](CCC1)[C@H]([C@@H](CC1=CC=CC=C1)N(CC1=CC=CC=C1)CC1=CC=CC=C1)O (2-(R)-(2-(R)-dibenzylamino-1-(S)-hydroxy-3-phenylpropyl)-pyrrolidine-1-carboxylic acid tert-butyl ester). Reagents/catalysts: [OH-].[OH-].[Pd+2] (palladium hydroxide on carbon). The solvent is CO (methanol). Run at time 2 minute. Yields the product C(C)(C)(C)OC(=O)N1[C@H](CCC1)[C@H]([C@@H](CC1=CC=CC=C1)N)O (2-(R)-(2-(R)-Amino-1-(S)-hydroxy-3-phenylpropyl)-pyrrolidine-1-carboxylic acid tert-butyl ester). As a reaction SMILES: [C:1]([O:5][C:6]([N:8]1[CH2:12][CH2:11][CH2:10][C@@H:9]1[C@@H:13]([OH:37])[C@H:14]([N:22](CC1C=CC=CC=1)CC1C=CC=CC=1)[CH2:15][C:16]1[CH:21]=[CH:20][CH:19]=[CH:18][CH:17]=1)=[O:7])([CH3:4])([CH3:3])[CH3:2].[H][H]>CO.[OH-].[OH-].[Pd+2]>[C:1]([O:5][C:6]([N:8]1[CH2:12][CH2:11][CH2:10][C@@H:9]1[C@@H:13]([OH:37])[C@H:14]([NH2:22])[CH2:15][C:16]1[CH:17]=[CH:18][CH:19]=[CH:20][CH:21]=1)=[O:7])([CH3:4])([CH3:2])[CH3:3] |f:3.4.5|. Procedure: Dissolve 2-(R)-(2-(R)-dibenzylamino-1-(S)-hydroxy-3-phenylpropyl)-pyrrolidine-1-carboxylic acid tert-butyl ester (610 mg, 1.2 mmol) in methanol (13 mL). Add 20% palladium hydroxide on carbon (157 mg, 0.19 mmol). Bubble hydrogen gas through the mixture and stir under 1 atmosphere of hydrogen gas overnight. Bubble nitrogen through the mixture for 2 min, filter through a filtering agent, wash with methanol and concentrate to give the title compound. The reactants are N1C=NC2=C1C=CC(=C2)N2C(C=C(C2C2=CC=C(C=C2)N2CCOCC2)O)=O (1-(1H-benzo[d]imidazol-5-yl)-4-hydroxy-5-(4-morpholinophenyl)-1H-pyrrol-2(5H)-one), N1CCCCC1 (piperidine). Run in C1(=CC=CC=C1)C.CN(C)C=O (toluene DMF). Product: N1C=NC2=C1C=CC(=C2)N2C(C=C(C2C2=CC=C(C=C2)N2CCOCC2)N2CCCCC2)=O (1-(1H-Benzo[d]imidazol-5-yl)-5-(4-morpholinophenyl)-4-(piperidin-1-yl)-1H-pyrrol-2(5H)-one). RXN SMILES: [NH:1]1[C:5]2[CH:6]=[CH:7][C:8]([N:10]3[CH:14]([C:15]4[CH:20]=[CH:19][C:18]([N:21]5[CH2:26][CH2:25][O:24][CH2:23][CH2:22]5)=[CH:17][CH:16]=4)[C:13](O)=[CH:12][C:11]3=[O:28])=[CH:9][C:4]=2[N:3]=[CH:2]1.[NH:29]1[CH2:34][CH2:33][CH2:32][CH2:31][CH2:30]1>C1(C)C=CC=CC=1.CN(C=O)C>[NH:1]1[C:5]2[CH:6]=[CH:7][C:8]([N:10]3[CH:14]([C:15]4[CH:16]=[CH:17][C:18]([N:21]5[CH2:26][CH2:25][O:24][CH2:23][CH2:22]5)=[CH:19][CH:20]=4)[C:13]([N:29]4[CH2:34][CH2:33][CH2:32][CH2:31][CH2:30]4)=[CH:12][C:11]3=[O:28])=[CH:9][C:4]=2[N:3]=[CH:2]1 |f:2.3|. Procedure details: The compound was synthesized starting from 1-(1H-benzo[d]imidazol-5-yl)-4-hydroxy-5-(4-morpholinophenyl)-1H-pyrrol-2(5H)-one (0.90 g, 2.4 mmol) and piperidine (4 ml) in toluene/DMF (2:1; 15 ml) according to method 8a described above. Starting materials: ClCCCl, CNCc1cn(C(C)C)c2ccccc12, CCN(C(C)C)C(C)C, Nc1ccc(C=CC(=O)O)cn1, CN(C)C=O, O, On1nnc2ccccc21. Yields the product CC(C)n1cc(CN(C)C(=O)C=Cc2ccc(N)nc2)c2ccccc21. As a reaction SMILES: [CH2:1]([Cl:2])[CH2:3][Cl:4].[CH:17]([CH3:18])([CH3:19])[n:20]1[cH:21][c:22]([CH2:29][NH:30][CH3:31])[c:23]2[cH:24][cH:25][cH:26][cH:27][c:28]12.[CH:43]([N:44]([CH:45]([CH3:46])[CH3:47])[CH2:48][CH3:49])([CH3:50])[CH3:51].[NH2:5][c:6]1[cH:7][cH:8][c:9]([CH:12]=[CH:13][C:14](=[O:15])[OH:16])[cH:10][n:11]1.[O:52]=[CH:53][N:54]([CH3:55])[CH3:56].[OH2:42].[OH:32][n:33]1[c:34]2[c:35]([cH:36][cH:37][cH:38][cH:39]2)[n:40][n:41]1>>[NH2:5][c:6]1[cH:7][cH:8][c:9]([CH:12]=[CH:13][C:14](=[O:16])[N:30]([CH2:29][c:22]2[cH:21][n:20]([CH:17]([CH3:18])[CH3:19])[c:28]3[c:23]2[cH:24][cH:25][cH:26][cH:27]3)[CH3:31])[cH:10][n:11]1. The reactants are [BH4-], CC#N, Cl, O=[N+]([O-])C=Cc1ccc2[nH]ccc2c1, [Na+], [Na+], [OH-], O. Product: O=[N+]([O-])CCc1ccc2[nH]ccc2c1. RXN SMILES: [BH4-:1].[CH3:20][C:21]#[N:22].[ClH:19].[N+:5](=[O:6])([O-:7])[CH:8]=[CH:9][c:10]1[cH:11][c:12]2[cH:13][cH:14][nH:15][c:16]2[cH:17][cH:18]1.[Na+:2].[Na+:4].[OH-:3].[OH2:23]>>[N+:5](=[O:6])([O-:7])[CH2:8][CH2:9][c:10]1[cH:11][c:12]2[cH:13][cH:14][nH:15][c:16]2[cH:17][cH:18]1. Procedure: Using the general procedure described in Example 6 the dianion derived from the product of Example 1 (0.419 g; 1.16 mmol) was alkylated with tert-butyl 2-(4-bromomethylphenyl)benzoate. The crude reaction mixture was partitioned between EtOAc and 10% aqueous NaHSO4, separated dried and evaporated. The residue was purified on a silica gel flash chromatography eluted with CHCl3 -MeOH--NH4OH (80:15:1). Evaporation of the purified fractions and drying in vacuo afforded 0.501 g (69%) of the title comp... Yield: 69.0%. Product: C1OC=2C=C(C=CC2O1)C(C(=O)NS(=O)(=O)C1=CC=C(C=C1)C(C)C)CC1=CC=C(C=C1)C1=C(C=CC=C1)C(=O)OC(C)(C)C (N-[2-(3,4-methylenedioxyphenyl)-3-(4-(2-tert-butyloxycarbonylphenyl)phenyl)propanoyl]-4-(i-propyl)benzenesulfonamide). RXN SMILES: [CH2:1]1[O:9][C:8]2[CH:7]=[CH:6][C:5]([CH2:10][C:11]([NH:13][S:14]([C:17]3[CH:22]=[CH:21][C:20]([CH:23]([CH3:25])[CH3:24])=[CH:19][CH:18]=3)(=[O:16])=[O:15])=[O:12])=[CH:4][C:3]=2[O:2]1.Br[CH2:27][C:28]1[CH:33]=[CH:32][C:31]([C:34]2[CH:46]=[CH:45][CH:44]=[CH:43][C:35]=2[C:36]([O:38][C:39]([CH3:42])([CH3:41])[CH3:40])=[O:37])=[CH:30][CH:29]=1>>[CH2:1]1[O:9][C:8]2[CH:7]=[CH:6][C:5]([CH:10]([CH2:27][C:28]3[CH:33]=[CH:32][C:31]([C:34]4[CH:46]=[CH:45][CH:44]=[CH:43][C:35]=4[C:36]([O:38][C:39]([CH3:42])([CH3:41])[CH3:40])=[O:37])=[CH:30][CH:29]=3)[C:11]([NH:13][S:14]([C:17]3[CH:22]=[CH:21][C:20]([CH:23]([CH3:25])[CH3:24])=[CH:19][CH:18]=3)(=[O:16])=[O:15])=[O:12])=[CH:4][C:3]=2[O:2]1. Reactants: C1OC=2C=C(C=CC2O1)CC(=O)NS(=O)(=O)C1=CC=C(C=C1)C(C)C (N-(3,4-methylenedioxyphenylacetyl)-4-(i-propyl)benzenesulfonamide), BrCC1=CC=C(C=C1)C1=C(C(=O)OC(C)(C)C)C=CC=C1 (tert-butyl 2-(4-bromomethylphenyl)benzoate). Reactants: BrC1c2ccccc2-c2ccccc21, O=C([O-])[O-], O=C(N(Cc1ccnc2ccccc12)C1CCNC(Cc2ccccc2)C1)C(F)(F)F, CC(C)=O, [K+], [K+]. Product: O=C(N(Cc1ccnc2ccccc12)C1CCN(C2c3ccccc3-c3ccccc32)C(Cc2ccccc2)C1)C(F)(F)F. Reaction SMILES: [Br:32][CH:33]1[c:34]2[cH:35][cH:36][cH:37][cH:38][c:39]2-[c:40]2[cH:41][cH:42][cH:43][cH:44][c:45]21.[C:46](=[O:47])([O-:48])[O-:49].[CH2:1]([c:2]1[cH:3][cH:4][cH:5][cH:6][cH:7]1)[CH:8]1[NH:9][CH2:10][CH2:11][CH:12]([N:14]([C:15]([C:16]([F:17])([F:18])[F:19])=[O:20])[CH2:21][c:22]2[cH:23][cH:24][n:25][c:26]3[cH:27][cH:28][cH:29][cH:30][c:31]23)[CH2:13]1.[CH3:52][C:53](=[O:54])[CH3:55].[K+:50].[K+:51]>>[CH2:1]([c:2]1[cH:3][cH:4][cH:5][cH:6][cH:7]1)[CH:8]1[N:9]([CH:33]2[c:34]3[cH:35][cH:36][cH:37][cH:38][c:39]3-[c:40]3[cH:41][cH:42][cH:43][cH:44][c:45]32)[CH2:10][CH2:11][CH:12]([N:14]([C:15]([C:16]([F:17])([F:18])[F:19])=[O:20])[CH2:21][c:22]2[cH:23][cH:24][n:25][c:26]3[cH:27][cH:28][cH:29][cH:30][c:31]23)[CH2:13]1.